describe an organic reaction: reactants, conditions, products, and yield From a dataset of the Open Reaction Database (ORD), a public repository of structured organic reaction records. Starting materials: CCN, CC(Cl)Cl, CCOP(=O)(Cl)OCC. Yields the product CCNP(=O)(OCC)OCC. As a reaction SMILES: [CH3:10][CH2:11][NH2:12].[Cl:13][CH:14]([Cl:15])[CH3:16].[P:1](=[O:2])([O:3][CH2:4][CH3:5])([O:6][CH2:7][CH3:8])[Cl:9]>>[P:1](=[O:2])([O:3][CH2:4][CH3:5])([O:6][CH2:7][CH3:8])[NH:12][CH2:11][CH3:10]. The reactants are Cl.OCC=1N=CNC1C (4-hydroxymethyl-5-methylimidazole hydrochloride), Cl.NCCS (cysteamine hydrochloride), Br (hydrogen bromide). The solvent is C(C)(=O)O (acetic acid). Product: Br.Br.CC=1N=CNC1CSCCN (4-methyl-5-[(2-aminoethyl)thiomethyl]imidazole dihydrobromide). As a reaction SMILES: Cl.O[CH2:3][C:4]1[N:5]=[CH:6][NH:7][C:8]=1[CH3:9].Cl.[NH2:11][CH2:12][CH2:13][SH:14].[BrH:15]>C(O)(=O)C>[BrH:15].[BrH:15].[CH3:9][C:8]1[N:7]=[CH:6][NH:5][C:4]=1[CH2:3][S:14][CH2:13][CH2:12][NH2:11] |f:0.1,2.3,6.7.8|. Procedure: A mixture of 4-hydroxymethyl-5-methylimidazole hydrochloride (15.0 g.), cysteamine hydrochloride (11.5 g.) and a solution of hydrogen bromide in acetic acid (48%, 225 ml.) was heated under reflux for 7 hours. Cooling afforded 4-methyl-5-[(2-aminoethyl)thiomethyl]imidazole dihydrobromide (21.6 g.), m.p. 208°-211°. Starting materials: [H-].[Na+] (sodium hydride), ON1N=CC(=C1)C(=O)OC (methyl 1-hydroxypyrazole-4-carboxylate), ClCCCC1OCCO1 (2-(3-chloropropyl)-1,3-dioxolane), [H][H] (hydrogen). Run in CN(C=O)C (dimethylformamide). Run at time 30 minute. Yields the product O1C(OCC1)CCCON1N=CC(=C1)C(=O)OC (Methyl 1-[3-(2-dioxolanyl)-propoxy]-pyrazole-4-carboxylate). RXN SMILES: [H-].[Na+].[OH:3][N:4]1[CH:8]=[C:7]([C:9]([O:11][CH3:12])=[O:10])[CH:6]=[N:5]1.[H][H].Cl[CH2:16][CH2:17][CH2:18][CH:19]1[O:23][CH2:22][CH2:21][O:20]1>CN(C)C=O>[O:20]1[CH2:21][CH2:22][O:23][CH:19]1[CH2:18][CH2:17][CH2:16][O:3][N:4]1[CH:8]=[C:7]([C:9]([O:11][CH3:12])=[O:10])[CH:6]=[N:5]1 |f:0.1|. Reported procedure: 21.8 g of sodium hydride (80 percent strength suspension in mineral oil) is introduced into 1.5 l of dry dimethylformamide, and 90 g of methyl 1-hydroxypyrazole-4-carboxylate are added a little at a time to the stirred mixture. When the evolution of hydrogen is complete, stirring is continued for 30 minutes, after which 95.5 g of 2-(3-chloropropyl)-1,3-dioxolane are added dropwise and the mixture is kept at 120° C. for 10 hours. Thereafter, the dimethylformamide is distilled off under reduced pr... Starting materials: COCOC1=CC=C(C=C1)C1=CC(=C2C(=N1)N(N=C2C)C2OCCCC2)CN2C(CN(C(C2)(C)C)CCC(F)(F)F)(C)C (6-(4-methoxymethoxy-phenyl)-3-methyl-1-(tetrahydro-pyran-2-yl)-4-[2,2,5,5-tetramethyl-4-(3,3,3-trifluoro-propyl)-piperazin-1-ylmethyl]-1H-pyrazolo[3,4-b]pyridine), Cl (hydrochloric acid). The solvent is O1CCOCC1 (1,4-dioxane). Run at time 16 hour. The product is CC1=NNC2=NC(=CC(=C21)CN2C(CN(C(C2)(C)C)CCC(F)(F)F)(C)C)C2=CC=C(C=C2)O (4-{3-Methyl-4-[2,2,5,5-tetramethyl-4-(3,3,3-trifluoro-propyl)-piperazin-1-ylmethyl]-1H-pyrazolo[3,4-b]pyridin-6-yl}-phenol). Yield: 47.1%. As a reaction SMILES: COC[O:4][C:5]1[CH:10]=[CH:9][C:8]([C:11]2[N:16]=[C:15]3[N:17](C4CCCCO4)[N:18]=[C:19]([CH3:20])[C:14]3=[C:13]([CH2:27][N:28]3[CH2:33][C:32]([CH3:35])([CH3:34])[N:31]([CH2:36][CH2:37][C:38]([F:41])([F:40])[F:39])[CH2:30][C:29]3([CH3:43])[CH3:42])[CH:12]=2)=[CH:7][CH:6]=1.Cl>O1CCOCC1>[CH3:20][C:19]1[C:14]2[C:15](=[N:16][C:11]([C:8]3[CH:9]=[CH:10][C:5]([OH:4])=[CH:6][CH:7]=3)=[CH:12][C:13]=2[CH2:27][N:28]2[CH2:33][C:32]([CH3:34])([CH3:35])[N:31]([CH2:36][CH2:37][C:38]([F:41])([F:40])[F:39])[CH2:30][C:29]2([CH3:43])[CH3:42])[NH:17][N:18]=1. Procedure: 167 mg of 6-(4-methoxymethoxy-phenyl)-3-methyl-1-(tetrahydro-pyran-2-yl)-4-[2,2,5,5-tetramethyl-4-(3,3,3-trifluoro-propyl)-piperazin-1-ylmethyl]-1H-pyrazolo[3,4-b]pyridine were dissolved in 2 ml of 1,4-dioxane and treated with 1.5 ml of hydrochloric acid (4M in dry dioxane). After standing at rt for 16 h the volatiles were removed in vacuo. The residue was purified by preparative HPLC (C18 column, acetonitrile/water gradient) and 62 mg (47%) of the title compound were obtained.